From a dataset of the Open Reaction Database (ORD), a public repository of structured organic reaction records. describe an organic reaction: reactants, conditions, products, and yield Starting materials: O1CCC(CC1)OC=1C=CC=C2C=NC(=NC12)N[C@@H]1CC[C@H](CC1)N (trans-N-[8-(tetrahydro-2H-pyran-4-yloxy)quinazolin-2-yl]cyclohexane-1,4-diamine), BrCCF (1-bromo-2-fluoro-ethane), C(=O)([O-])[O-].[K+].[K+] (K2CO3), [Na+].[I-] (NaI). The solvent is CN(C)C=O (DMF). Conditions: time 72 hour. Yields the product FCCN[C@@H]1CC[C@H](CC1)NC1=NC2=C(C=CC=C2C=N1)OC1CCOCC1 (trans-N-(2-fluoroethyl)-N′-[8-(tetrahydro-2H-pyran-4-yloxy)quinazolin-2-yl]cyclohexane-1,4-diamine). The yield is 33.1%. As a reaction SMILES: [O:1]1[CH2:6][CH2:5][CH:4]([O:7][C:8]2[CH:9]=[CH:10][CH:11]=[C:12]3[C:17]=2[N:16]=[C:15]([NH:18][C@H:19]2[CH2:24][CH2:23][C@H:22]([NH2:25])[CH2:21][CH2:20]2)[N:14]=[CH:13]3)[CH2:3][CH2:2]1.Br[CH2:27][CH2:28][F:29].C([O-])([O-])=O.[K+].[K+].[Na+].[I-]>CN(C=O)C>[F:29][CH2:28][CH2:27][NH:25][C@H:22]1[CH2:23][CH2:24][C@H:19]([NH:18][C:15]2[N:14]=[CH:13][C:12]3[C:17](=[C:8]([O:7][CH:4]4[CH2:3][CH2:2][O:1][CH2:6][CH2:5]4)[CH:9]=[CH:10][CH:11]=3)[N:16]=2)[CH2:20][CH2:21]1 |f:2.3.4,5.6|. Procedure details: To a solution of trans-N-[8-(tetrahydro-2H-pyran-4-yloxy)quinazolin-2-yl]cyclohexane-1,4-diamine (0.4 g, 1.168 mmol) and 1-bromo-2-fluoro-ethane (0.178 g, 1.4 mmol) in anhydrous DMF (10 mL) were added anhydrous K2CO3 (0.4035 g, 2.92 mmol) and NaI (0.0174 g, 0.1168). The resulting mixture was stirred at room temperature for 72 h. The mixture was concentrated and CH2Cl2 (40 mL) was added to the residue. The mixture was washed with H2O (3×30 mL) and brine (30 mL), dried over Na2SO4 and concentrated... Starting materials: Cl.COC=1C=C(C=CC1)NN (3-methoxyphenylhydrazine hydrochloride), C(C)(C)(C)SCC(CC(C(=O)OC)(C)C)=O (methyl 5-(t-butylthio)-2,2-dimethyl-4-oxopentanoate). Run in C(C)(C)(C)O (t-butanol). Reaction conditions: time 30 minute. Product: COC1=CC=C2C(=C(NC2=C1)CC(C(=O)OC)(C)C)SC(C)(C)C (Methyl 3-[6-methoxy-3-(t-butylthio) indol-2-yl]-2,2-dimethylpropanoate). RXN SMILES: Cl.[CH3:2][O:3][C:4]1[CH:5]=[C:6]([NH:10]N)[CH:7]=[CH:8][CH:9]=1.[C:12]([S:16][CH2:17][C:18](=O)[CH2:19][C:20]([CH3:26])([CH3:25])[C:21]([O:23][CH3:24])=[O:22])([CH3:15])([CH3:14])[CH3:13]>C(O)(C)(C)C>[CH3:2][O:3][C:4]1[CH:5]=[C:6]2[C:7]([C:17]([S:16][C:12]([CH3:15])([CH3:14])[CH3:13])=[C:18]([CH2:19][C:20]([CH3:25])([CH3:26])[C:21]([O:23][CH3:24])=[O:22])[NH:10]2)=[CH:8][CH:9]=1 |f:0.1|. Reported procedure: A mixture of 4.2 g of 3-methoxyphenylhydrazine hydrochloride and 4.9 g of methyl 5-(t-butylthio)-2,2-dimethyl-4-oxopentanoate in 100 mL of t-butanol was refluxed for 18 hours. The mixture was cooled to R.T., and evaporated to dryness. The residue was suspended in ether (150 ml) and stirred for 30 min. The salts were filtered and the filtrate evaporated to dryness to give a residue which was chromatographed on flash silica gel using as eluant ethyl acetate:toluene (1:99) to isolate the title comp...